The task is: describe an organic reaction: reactants, conditions, products, and yield. This data is from the Open Reaction Database (ORD), a public repository of structured organic reaction records. Starting materials: FC(C(C(C(F)(F)F)(F)F)(F)F)(S(=O)(=O)O)F (perfluorobutanesulfonic acid), [OH-].C(CCCCC)[N+](CCCCCC)(CCCCCC)CCCCCC (tetrahexylammonium hydroxide), [OH-].C(CCCCC)[N+](CCCCCC)(CCCCCC)CCCCCC (Tetrahexylammonium hydroxide). Product: C(CCCCC)[N+](CCCCCC)(CCCCCC)CCCCCC.FC(C(C(C(F)(F)F)(F)F)(F)F)(S(=O)(=O)[O-])F (Perfluorobutanesulfonic acid tetrahexylammonium salt). As a reaction SMILES: [F:1][C:2]([F:17])([S:13]([OH:16])(=[O:15])=[O:14])[C:3]([F:12])([F:11])[C:4]([F:10])([F:9])[C:5]([F:8])([F:7])[F:6].[OH-].[CH2:19]([N+:25]([CH2:38][CH2:39][CH2:40][CH2:41][CH2:42][CH3:43])([CH2:32][CH2:33][CH2:34][CH2:35][CH2:36][CH3:37])[CH2:26][CH2:27][CH2:28][CH2:29][CH2:30][CH3:31])[CH2:20][CH2:21][CH2:22][CH2:23][CH3:24]>>[CH2:38]([N+:25]([CH2:19][CH2:20][CH2:21][CH2:22][CH2:23][CH3:24])([CH2:26][CH2:27][CH2:28][CH2:29][CH2:30][CH3:31])[CH2:32][CH2:33][CH2:34][CH2:35][CH2:36][CH3:37])[CH2:39][CH2:40][CH2:41][CH2:42][CH3:43].[F:17][C:2]([F:1])([S:13]([O-:16])(=[O:15])=[O:14])[C:3]([F:11])([F:12])[C:4]([F:10])([F:9])[C:5]([F:8])([F:7])[F:6] |f:1.2,3.4|. Procedure details: Perfluorobutanesulfonic acid tetrahexylammonium salt is prepared by neutralising perfluorobutanesulfonic acid and tetrahexylammonium hydroxide in aqueous solution. Tetrahexylammonium hydroxide is obtainable from Fluka. Yields the product FC=1C=C(C=CC1N1C=NC(=C1)C)N1C(O[C@H](C1)CN1N=NC(=C1)CO)=O ((5R)-3-[3-Fluoro-4-(4-methyl-1H-imidazol-1-yl)phenyl]-5-[4-(hydroxymethyl)-1H-1,2,3-triazol-1-ylmethyl]oxazolidin-2-one). Reagents/catalysts: S(=O)(=O)([O-])[O-].[Cu+2] (copper sulfate). Run at time 24 hour. Procedure details: Propargyl alcohol (79 μl, 1.3 mmol), copper sulfate (37 μl of 0.30 M aqueous solution, 11 mmol), and sodium ascorbate (112 μl of 1.0 M aqueous solution, 0.11 mmol) were added to a solution of (5R)-5-(azidomethyl)-3-[3-fluoro-4-(4-methyl-1H-imidazol-1-yl)phenyl]-1,3-oxazolidin-2-one (Intermediate 7) (0.355 g, 1.12 mmol) in ethanol (2 ml) and water (2 ml). The reaction mixture was allowed to stir at room temperature for 24 h. The aqueous phase was extracted three times with dichloromethane, the or... As a reaction SMILES: [CH2:1]([OH:4])[C:2]#[CH:3].O=C1O[C@H]([C@H](CO)O)C([O-])=C1O.[Na+].[N:18]([CH2:21][C@@H:22]1[O:26][C:25](=[O:27])[N:24]([C:28]2[CH:33]=[CH:32][C:31]([N:34]3[CH:38]=[C:37]([CH3:39])[N:36]=[CH:35]3)=[C:30]([F:40])[CH:29]=2)[CH2:23]1)=[N+:19]=[N-:20]>C(O)C.O.S([O-])([O-])(=O)=O.[Cu+2]>[F:40][C:30]1[CH:29]=[C:28]([N:24]2[CH2:23][C@H:22]([CH2:21][N:18]3[CH:3]=[C:2]([CH2:1][OH:4])[N:20]=[N:19]3)[O:26][C:25]2=[O:27])[CH:33]=[CH:32][C:31]=1[N:34]1[CH:38]=[C:37]([CH3:39])[N:36]=[CH:35]1 |f:1.2,6.7|. The reactants are C(C#C)O (Propargyl alcohol), O=C1C(O)=C([O-])[C@H](O1)[C@@H](O)CO.[Na+] (sodium ascorbate), N(=[N+]=[N-])C[C@H]1CN(C(O1)=O)C1=CC(=C(C=C1)N1C=NC(=C1)C)F ((5R)-5-(azidomethyl)-3-[3-fluoro-4-(4-methyl-1H-imidazol-1-yl)phenyl]-1,3-oxazolidin-2-one), N(=[N+]=[N-])C[C@H]1CN(C(O1)=O)C1=CC(=C(C=C1)N1C=NC(=C1)C)F ((5R)-5-(azidomethyl)-3-[3-fluoro-4-(4-methyl-1H-imidazol-1-yl)phenyl]-1,3-oxazolidin-2-one). Run in C(C)O (ethanol), O (water). Reactants: NC=1C2=C(N=CN1)N(C=C2C2=CC(=C(C=C2)NC(OC2=CC=CC=C2)=O)OC)C2CCOCC2 (Phenyl N-[4-(4-amino-7-tetrahydro-2H-4-pyranyl-7H-pyrrolo[2,3-d]pyrimidin-5-yl)-2-methoxyphenyl]carbamate), OC[C@@H]1CCC(N1)=O ((5S)-5-(hydroxymethyl)tetrahydro-1H-2-pyrrolone). The solvent is N1=CC=CC=C1 (pyridine). Conditions: temperature 100 celsius. The product is NC=1C2=C(N=CN1)N(C=C2C2=CC(=C(C=C2)NC(OC[C@H]2NC(CC2)=O)=O)OC)C2CCOCC2 ([(2S)-5-oxotetrahydro-1H-2-pyrrolyl]methyl N-[4-(4-amino-7-tetrahydro-2H-4-pyranyl-7H-pyrrolo[2,3-d]pyrimidin-5-yl)-2-methoxyphenyl]carbamate). As a reaction SMILES: [NH2:1][C:2]1[C:3]2[C:10]([C:11]3[CH:16]=[CH:15][C:14]([NH:17][C:18](=O)[O:19]C4C=CC=CC=4)=[C:13]([O:27][CH3:28])[CH:12]=3)=[CH:9][N:8]([CH:29]3[CH2:34][CH2:33][O:32][CH2:31][CH2:30]3)[C:4]=2[N:5]=[CH:6][N:7]=1.[OH:35][CH2:36][C@H:37]1[NH:41][C:40](=[O:42])[CH2:39][CH2:38]1>N1C=CC=CC=1>[NH2:1][C:2]1[C:3]2[C:10]([C:11]3[CH:16]=[CH:15][C:14]([NH:17][C:18](=[O:19])[O:35][CH2:36][C@@H:37]4[CH2:38][CH2:39][C:40](=[O:42])[NH:41]4)=[C:13]([O:27][CH3:28])[CH:12]=3)=[CH:9][N:8]([CH:29]3[CH2:34][CH2:33][O:32][CH2:31][CH2:30]3)[C:4]=2[N:5]=[CH:6][N:7]=1. Reported procedure: Phenyl N-[4-(4-amino-7-tetrahydro-2H-4-pyranyl-7H-pyrrolo[2,3-d]pyrimidin-5-yl)-2-methoxyphenyl]carbamate (30 mg, 0.065 mmol) was mixed with (5S)-5-(hydroxymethyl)tetrahydro-1H-2-pyrrolone (0.05 mL) in pyridine (0.5 mL). The reaction mixture was heated at 100° C. overnight. The solvent was removed and the residue was purified by preparative reverse phase LC/MS to give [(2S)-5-oxotetrahydro-1H-2-pyrrolyl]methyl N-[4-(4-amino-7-tetrahydro-2H-4-pyranyl-7H-pyrrolo[2,3-d]pyrimidin-5-yl)-2-methoxyphen... Reactants: OC1=C(C=C)C=C(C=C1)I (2-hydroxy-5-iodostyrene), COCOC1=CC=C(C(=O)O)C=C1 (4-(methoxymethoxy)benzoic acid), C1CCC(CC1)N=C=NC2CCCCC2 (DCC). The reagents and catalysts are CN(C)C=1C=CN=CC1 (DMAP). Run in C(Cl)Cl (methylene chloride). Reaction conditions: temperature 23 celsius, time 21 hour. The product is C(=C)C1=C(C=CC(=C1)I)OC(C1=CC=C(C=C1)OCOC)=O ((2-vinyl-4-iodophenyl)-4-methoxymethoxybenzoate). Yield: 79.0%. Reaction SMILES: [OH:1][C:2]1[CH:9]=[CH:8][C:7]([I:10])=[CH:6][C:3]=1[CH:4]=[CH2:5].[CH3:11][O:12][CH2:13][O:14][C:15]1[CH:23]=[CH:22][C:18]([C:19](O)=[O:20])=[CH:17][CH:16]=1.C1CCC(N=C=NC2CCCCC2)CC1>C(Cl)Cl.CN(C1C=CN=CC=1)C>[CH:4]([C:3]1[CH:6]=[C:7]([I:10])[CH:8]=[CH:9][C:2]=1[O:1][C:19](=[O:20])[C:18]1[CH:17]=[CH:16][C:15]([O:14][CH2:13][O:12][CH3:11])=[CH:23][CH:22]=1)=[CH2:5]. Procedure: To a stirred solution of 2-hydroxy-5-iodostyrene, 4-(methoxymethoxy)benzoic acid, and DCC in methylene chloride at 23° C. was added DMAP, and the resulting mixture was stirred at 23° C. for 21 hours. The reaction mixture was then filtered over celite and concentrated in vacuo. Purification by flash chromatography (SiO2, hexanes:ethyl acetate 5:1) yielded (2-vinyl-4-iodophenyl)-4-methoxymethoxybenzoate as a colorless solid (4.6 g, 79%). Reactants: C1CCOC1, CON(C)C(=O)C1CN(Cc2ccccc2)CC1c1ccc(Cl)c(Cl)c1, [Li]CC. Product: CCC(=O)C1CN(Cc2ccccc2)CC1c1ccc(Cl)c(Cl)c1. Reaction SMILES: [CH2:30]1[O:31][CH2:32][CH2:33][CH2:34]1.[CH3:1][O:2][N:3]([C:4](=[O:5])[CH:6]1[CH2:7][N:8]([CH2:19][c:20]2[cH:21][cH:22][cH:23][cH:24][cH:25]2)[CH2:9][CH:10]1[c:11]1[cH:12][c:13]([Cl:18])[c:14]([Cl:17])[cH:15][cH:16]1)[CH3:26].[Li:27][CH2:28][CH3:29]>>[C:4](=[O:5])([CH:6]1[CH2:7][N:8]([CH2:19][c:20]2[cH:21][cH:22][cH:23][cH:24][cH:25]2)[CH2:9][CH:10]1[c:11]1[cH:12][c:13]([Cl:18])[c:14]([Cl:17])[cH:15][cH:16]1)[CH2:28][CH3:29].